This data is from the Open Reaction Database (ORD), a public repository of structured organic reaction records. The task is: describe an organic reaction: reactants, conditions, products, and yield Starting materials: BrC1=C(N=C(S1)NC(NS(=O)(=O)C1=CC(=CC=C1)C)=O)C(=O)OCC (Ethyl 5-bromo-2-({[(3-methylphenyl)sulfonyl]carbamoyl}amino)-1,3-thiazole-4-carboxylate), [BH4-].[Na+] (sodium borohydride), Cl (HCl). The solvent is O1CCCC1 (tetrahydrofuran). The product is BrC1=C(N=C(S1)NC(=O)NS(=O)(=O)C1=CC(=CC=C1)C)CO (N-{[5-Bromo-4-(hydroxymethyl)-1,3-thiazol-2-yl]carbamoyl}-3-methylbenzenesulfonamide). Yield: 47.0%. Reaction SMILES: [Br:1][C:2]1[S:6][C:5]([NH:7][C:8](=[O:20])[NH:9][S:10]([C:13]2[CH:18]=[CH:17][CH:16]=[C:15]([CH3:19])[CH:14]=2)(=[O:12])=[O:11])=[N:4][C:3]=1[C:21](OCC)=[O:22].[BH4-].[Na+].Cl>O1CCCC1>[Br:1][C:2]1[S:6][C:5]([NH:7][C:8]([NH:9][S:10]([C:13]2[CH:18]=[CH:17][CH:16]=[C:15]([CH3:19])[CH:14]=2)(=[O:12])=[O:11])=[O:20])=[N:4][C:3]=1[CH2:21][OH:22] |f:1.2|. Reported procedure: Ethyl 5-bromo-2-({[(3-methylphenyl)sulfonyl]carbamoyl}amino)-1,3-thiazole-4-carboxylate (50 mg, 0.11 mmol) was treated with sodium borohydride (21 mg, 0.56 mmol) in tetrahydrofuran (2 ml) for 2 days at room temp. 0.5 M HCl was added and the quenched reaction mixture was purified on preparative HPLC yielding 21 mg of the title compound as an amorphous solid. MS (ES): m/e 404.1 (M−H)